From a dataset of the Open Reaction Database (ORD), a public repository of structured organic reaction records. describe an organic reaction: reactants, conditions, products, and yield The reactants are C(C)(=O)OCC (Ethyl acetate), BrC=1C=NC(=NC1)OCC=1N=C(OC1)C=CC1=CC=C(C=C1)C(F)(F)F (5-bromo-2-{2-[2-(4-trifluoromethyl-phenyl)-vinyl]-oxazol-4-ylmethoxy}-pyrimidine), C(CC#C)N1N=NC=C1 (1-but-3-ynyl-1H-[1,2,3]triazole), C(C)(C)NC(C)C (diisopropyl amine). Reagents/catalysts: C=1C=CC(=CC1)[P](C=2C=CC=CC2)(C=3C=CC=CC3)[Pd]([P](C=4C=CC=CC4)(C=5C=CC=CC5)C=6C=CC=CC6)([P](C=7C=CC=CC7)(C=8C=CC=CC8)C=9C=CC=CC9)[P](C=1C=CC=CC1)(C=1C=CC=CC1)C=1C=CC=CC1 (tetrakis(triphenylphosphine)palladium), [Cu](I)I (copper iodide). Solvent: CN(C)C=O (DMF), C1CCOC1 (THF). Run at temperature 80 celsius. The product is N1(N=NC=C1)CCC#CC=1C=NC(=NC1)OCC=1N=C(OC1)C=CC1=CC=C(C=C1)C(F)(F)F (5-(4-[1,2,3]triazol-1-yl-but-1-ynyl)-2-{2-[2-(4-trifluoromethyl-phenyl)-vinyl]-oxazol-4-ylmethoxy}-pyrimidine). As a reaction SMILES: Br[C:2]1[CH:3]=[N:4][C:5]([O:8][CH2:9][C:10]2[N:11]=[C:12]([CH:15]=[CH:16][C:17]3[CH:22]=[CH:21][C:20]([C:23]([F:26])([F:25])[F:24])=[CH:19][CH:18]=3)[O:13][CH:14]=2)=[N:6][CH:7]=1.[CH2:27]([N:31]1[CH:35]=[CH:34][N:33]=[N:32]1)[CH2:28][C:29]#[CH:30].C(NC(C)C)(C)C.C(OCC)(=O)C>CN(C=O)C.C1COCC1.[Cu](I)I.C1C=CC([P]([Pd]([P](C2C=CC=CC=2)(C2C=CC=CC=2)C2C=CC=CC=2)([P](C2C=CC=CC=2)(C2C=CC=CC=2)C2C=CC=CC=2)[P](C2C=CC=CC=2)(C2C=CC=CC=2)C2C=CC=CC=2)(C2C=CC=CC=2)C2C=CC=CC=2)=CC=1>[N:31]1([CH2:27][CH2:28][C:29]#[C:30][C:2]2[CH:3]=[N:4][C:5]([O:8][CH2:9][C:10]3[N:11]=[C:12]([CH:15]=[CH:16][C:17]4[CH:22]=[CH:21][C:20]([C:23]([F:26])([F:25])[F:24])=[CH:19][CH:18]=4)[O:13][CH:14]=3)=[N:6][CH:7]=2)[CH:35]=[CH:34][N:33]=[N:32]1 |^1:65,67,86,105|. Reported procedure: To a solution of 5-bromo-2-{2-[2-(4-trifluoromethyl-phenyl)-vinyl]-oxazol-4-ylmethoxy}-pyrimidine (0.213 g, 0.50 mmol), 1-but-3-ynyl-1H-[1,2,3]triazole (0.067 g, 0.55 mmol) and diisopropyl amine (iPr2NH) (2 ml) in DMF (4 ml) and THF (2 ml), copper iodide (CuI) (0.0048 g, 0.025 mmol) is added under stirring. After passing a stream of argon through the mixture for 10 min tetrakis(triphenylphosphine)palladium (0.029 g, 0.025 mmol) is added and the mixture is heated at 80° C. for 3 h. Ethyl acetate ... Reactants: FC=1C=C2C3=C(N(C2=CC1)C)C(N(CC3C(=O)N(C)C)CC3=CC=CC=C3)=O ((±)-6-fluoro-N,N,9-trimethyl-1-oxo-2-(phenylmethyl)-2,3,4,9-tetrahydro-1H-pyrido[3,4-b]indole-4-carboxamide), ClC=1C(C(=C(C(C1Cl)=O)C#N)C#N)=O (2,3-dichloro-5,6-dicyano-1,4-benzoquinone). The solvent is ClCCl (dichloromethane). The product is FC=1C=C2C3=C(N(C2=CC1)C)C(N(C=C3C(=O)N(C)C)CC3=CC=CC=C3)=O (6-Fluoro-N,N,9-trimethyl-1-oxo-2-(phenylmethyl)-2,9-dihydro-1H-pyrido[3,4-b]indole-4-carboxamide). The yield is 52.0%. Reaction SMILES: [F:1][C:2]1[CH:3]=[C:4]2[C:8](=[CH:9][CH:10]=1)[N:7]([CH3:11])[C:6]1[C:12](=[O:28])[N:13]([CH2:21][C:22]3[CH:27]=[CH:26][CH:25]=[CH:24][CH:23]=3)[CH2:14][CH:15]([C:16]([N:18]([CH3:20])[CH3:19])=[O:17])[C:5]2=1.ClC1C(=O)C(C#N)=C(C#N)C(=O)C=1Cl>ClCCl>[F:1][C:2]1[CH:3]=[C:4]2[C:8](=[CH:9][CH:10]=1)[N:7]([CH3:11])[C:6]1[C:12](=[O:28])[N:13]([CH2:21][C:22]3[CH:27]=[CH:26][CH:25]=[CH:24][CH:23]=3)[CH:14]=[C:15]([C:16]([N:18]([CH3:20])[CH3:19])=[O:17])[C:5]2=1. Procedure details: A solution of 2 g (5 mmol) of (±)-6-fluoro-N,N,9-trimethyl-1-oxo-2-(phenylmethyl)-2,3,4,9-tetrahydro-1H-pyrido[3,4-b]indole-4-carboxamide and of 1.6 g (7 mmol) of 2,3-dichloro-5,6-dicyano-1,4-benzoquinone in 250 ml of dichloromethane is stirred for 1 h. The organic phase is washed and dried over sodium sulphate. The solvent is evaporated under reduced pressure and the residue is purified by chromatography on a column of silica gel, elution being carried out with a mixture of dichloromethane and ... Starting materials: OC(C(C)C)(C=1N=CN(C1)C(C1=CC=CC=C1)(C1=CC=CC=C1)C1=CC=CC=C1)C=1C=C2C=CC(=CC2=CC1)C(=O)OC (methyl 6-(1-hydroxy-2-methyl-1-(1-trityl-1H-imidazol-4-yl)propyl)-2-naphthoate), OC(C(C)C)(C=1N=CN(C1)C(C1=CC=CC=C1)(C1=CC=CC=C1)C1=CC=CC=C1)C=1C=C2C=CC(=CC2=CC1)C(=O)O (6-(1-hydroxy-2-methyl-1-(1-trityl-1H-imidazol-4-yl)propyl)-2-naphthoic acid), Cl.C1(CC1)N (cyclopropylamine hydrochloride). Product: C1(CC1)CNC(=O)C1=CC2=CC=C(C=C2C=C1)C(C(C)C)(C=1N=CNC1)O (N-Cyclopropylmethyl-6-[1-hydroxy-1-(1H-imidazol-4-yl)-2-methylpropyl)-2-naphthamide). Reported procedure: In a manner to that described in Example 9-(i), methyl 6-(1-hydroxy-2-methyl-1-(1-trityl-1H-imidazol-4-yl)propyl)-2-naphthoate (1.78 g) was converted to 6-(1-hydroxy-2-methyl-1-(1-trityl-1H-imidazol-4-yl)propyl)-2-naphthoic acid, which was reacted with cyclopropylamine hydrochloride (405 mg) in a similar manner as described in Example 24-(i) to give the titled compound (1.59 g) as a colorless powder. Reaction SMILES: [OH:1][C:2]([C:30]1[CH:31]=[C:32]2[C:37](=[CH:38][CH:39]=1)[CH:36]=[C:35]([C:40]([O:42]C)=O)[CH:34]=[CH:33]2)([C:6]1[N:7]=[CH:8][N:9](C(C2C=CC=CC=2)(C2C=CC=CC=2)C2C=CC=CC=2)[CH:10]=1)[CH:3]([CH3:5])[CH3:4].OC(C1C=C2C(=CC=1)C=C(C(O)=O)C=C2)(C1N=C[N:52]([C:54]([C:67]2[CH:72]=[CH:71]C=CC=2)(C2C=CC=CC=2)C2C=CC=CC=2)C=1)C(C)C.Cl.C1(N)CC1>>[CH:67]1([CH2:54][NH:52][C:40]([C:35]2[CH:34]=[CH:33][C:32]3[C:37](=[CH:38][CH:39]=[C:30]([C:2]([OH:1])([C:6]4[N:7]=[CH:8][NH:9][CH:10]=4)[CH:3]([CH3:5])[CH3:4])[CH:31]=3)[CH:36]=2)=[O:42])[CH2:72][CH2:71]1 |f:2.3|. Starting materials: CN1C(N(C(C=C1C1=CC(=C(C=C1)O)OC)=NC1=C(C=C(C=C1C)C)C)C)=O (3,4-dihydro-1,3-dimethyl-6-(4-hydroxy-3-methoxyphenyl)-4-(2,4,6-trimethylphenylimino)-2(1H)-pyrimidinone), C([O-])([O-])=O.[K+].[K+] (potassium carbonate), BrCC(=O)OCC (ethyl bromoacetate). Solvent: CC(=O)C (acetone). The product is CN1C(N(C(C=C1C1=CC(=C(C=C1)OCC(=O)OCC)OC)=NC1=C(C=C(C=C1C)C)C)C)=O (3,4-dihydro-1,3-dimethyl-6-(4-ethoxycarbonylmethoxy-3-methoxyphenyl)-4-(2,4,6-trimethylphenylimino)-2(1H)-pyrimidinone). RXN SMILES: [CH3:1][N:2]1[C:7]([C:8]2[CH:13]=[CH:12][C:11]([OH:14])=[C:10]([O:15][CH3:16])[CH:9]=2)=[CH:6][C:5](=[N:17][C:18]2[C:23]([CH3:24])=[CH:22][C:21]([CH3:25])=[CH:20][C:19]=2[CH3:26])[N:4]([CH3:27])[C:3]1=[O:28].C(=O)([O-])[O-].[K+].[K+].Br[CH2:36][C:37]([O:39][CH2:40][CH3:41])=[O:38]>CC(C)=O>[CH3:1][N:2]1[C:7]([C:8]2[CH:13]=[CH:12][C:11]([O:14][CH2:36][C:37]([O:39][CH2:40][CH3:41])=[O:38])=[C:10]([O:15][CH3:16])[CH:9]=2)=[CH:6][C:5](=[N:17][C:18]2[C:19]([CH3:26])=[CH:20][C:21]([CH3:25])=[CH:22][C:23]=2[CH3:24])[N:4]([CH3:27])[C:3]1=[O:28] |f:1.2.3|. Procedure details: To a solution of 3,4-dihydro-1,3-dimethyl-6-(4-hydroxy-3-methoxyphenyl)-4-(2,4,6-trimethylphenylimino)-2(1H)-pyrimidinone (0.40 g) in acetone (20 ml) were added potassium carbonate (0.16 g) and ethyl bromoacetate (0.66 ml), and the mixture was refluxed for 10 hours. After being cooled, the mixture was evaporated and suspended in chloroform. The suspension was washed with water, dried over sodium sulfate, and evaporated to give crude oil of 3,4-dihydro-1,3-dimethyl-6-(4-ethoxycarbonylmethoxy-3-me... Reactants: C1CCOC1, CN1Cc2ccc(CO)cc2C1, COC(=O)CCC(C(N)=O)N1Cc2c(O)cccc2C1=O, CC(C)OC(=O)N=NC(=O)OC(C)C. The product is COC(=O)CCC(C(N)=O)N1Cc2c(OCc3ccc4c(c3)CN(C)C4)cccc2C1=O. RXN SMILES: [CH2:48]1[O:49][CH2:50][CH2:51][CH2:52]1.[CH3:36][N:37]1[CH2:38][c:39]2[cH:40][cH:41][c:42]([CH2:46][OH:47])[cH:43][c:44]2[CH2:45]1.[NH2:15][C:16]([CH:17]([CH2:18][CH2:19][C:20](=[O:21])[O:22][CH3:23])[N:24]1[C:25](=[O:34])[c:26]2[cH:27][cH:28][cH:29][c:30]([OH:33])[c:31]2[CH2:32]1)=[O:35].[O:1]=[C:2]([O:3][CH:4]([CH3:5])[CH3:6])[N:7]=[N:8][C:9]([O:10][CH:11]([CH3:12])[CH3:13])=[O:14]>>[NH2:15][C:16]([CH:17]([CH2:18][CH2:19][C:20](=[O:21])[O:22][CH3:23])[N:24]1[C:25](=[O:34])[c:26]2[cH:27][cH:28][cH:29][c:30]([O:33][CH2:46][c:42]3[cH:41][cH:40][c:39]4[c:44]([cH:43]3)[CH2:45][N:37]([CH3:36])[CH2:38]4)[c:31]2[CH2:32]1)=[O:35]. The reactants are OB(O)c1ccc(Cl)cc1, Cc1nn(-c2ccc(CCO)cc2)c(C)c1I. Yields the product Cc1nn(-c2ccc(CCO)cc2)c(C)c1-c1ccc(Cl)cc1. Reaction SMILES: [Cl:18][c:19]1[cH:20][cH:21][c:22]([B:25]([OH:26])[OH:27])[cH:23][cH:24]1.[I:1][c:2]1[c:3]([CH3:17])[n:4][n:5](-[c:8]2[cH:9][cH:10][c:11]([CH2:14][CH2:15][OH:16])[cH:12][cH:13]2)[c:6]1[CH3:7]>>[c:2]1(-[c:22]2[cH:21][cH:20][c:19]([Cl:18])[cH:24][cH:23]2)[c:3]([CH3:17])[n:4][n:5](-[c:8]2[cH:9][cH:10][c:11]([CH2:14][CH2:15][OH:16])[cH:12][cH:13]2)[c:6]1[CH3:7]. Reactants: C/C(/C(=O)OCC)=C\C=C\CC\C=C/C\C=C/C\C=C/C\C=C/CC (Ethyl (2E,4E,8Z,11Z,14Z,17Z)-2-methyl-icosa-2,4,8,11,14,17-hexaenoate), [OH-].[K+] (KOH), O (water). Run in CO (methanol). Conditions: temperature 65 celsius. Product: C/C(/C(=O)O)=C\C=C\CC\C=C/C\C=C/C\C=C/C\C=C/CC ((2E,4E,8Z,11Z,14Z,17Z)-2-methyl-icosa-2,4,8,11,14,17-hexaenoic acid). RXN SMILES: [CH3:1]/[C:2](=[CH:8]\[CH:9]=[CH:10]\[CH2:11][CH2:12]/[CH:13]=[CH:14]\[CH2:15]/[CH:16]=[CH:17]\[CH2:18]/[CH:19]=[CH:20]\[CH2:21]/[CH:22]=[CH:23]\[CH2:24][CH3:25])/[C:3]([O:5]CC)=[O:4].[OH-].[K+].O>CO>[CH3:1]/[C:2](=[CH:8]\[CH:9]=[CH:10]\[CH2:11][CH2:12]/[CH:13]=[CH:14]\[CH2:15]/[CH:16]=[CH:17]\[CH2:18]/[CH:19]=[CH:20]\[CH2:21]/[CH:22]=[CH:23]\[CH2:24][CH3:25])/[C:3]([OH:5])=[O:4] |f:1.2|. Procedure: To a solution of ethyl (2E,4E,8Z,11Z,14Z,17Z)-2-methyl-icosa-2,4,8,11,14,17-hexaenoate (10) in methanol was added an aqueous solution of KOH (8 equiv.) and the mixture was heated to 60-70° C. for 2 hrs. The solution was cooled, water was added and the mixture acidified. The mixture was then extracted with ethyl acetate. The combined organic phases were washed with water and dried (MgSO4). Evaporation of the solvents under reduced pressure followed by flash chromatography on silica gel (8:2 hexan...